From a dataset of the Open Reaction Database (ORD), a public repository of structured organic reaction records. describe an organic reaction: reactants, conditions, products, and yield Reactants: CN(C)CC(=CC1=C(C=CC=C1)OC)C1=C(C=CC=C1)OC (N,N-dimethyl-2,3-di(2-methoxyphenyl)allylamine), C(C)(C)Br (isopropyl bromide). Run in C(C)(=O)OCC (Ethyl acetate). Reaction conditions: time 21 day. Yields the product [Br-].C(C)(C)[N+](C)(C)CC(=CC1=C(C=CC=C1)OC)C1=C(C=CC=C1)OC (N-isopropyl-N,N-dimethyl-2,3-di(2-methoxyphenyl)allylammonium bromide). As a reaction SMILES: [CH3:1][N:2]([CH2:4][C:5]([C:15]1[CH:20]=[CH:19][CH:18]=[CH:17][C:16]=1[O:21][CH3:22])=[CH:6][C:7]1[CH:12]=[CH:11][CH:10]=[CH:9][C:8]=1[O:13][CH3:14])[CH3:3].[CH:23]([Br:26])([CH3:25])[CH3:24]>C(OCC)(=O)C>[Br-:26].[CH:23]([N+:2]([CH2:4][C:5]([C:15]1[CH:20]=[CH:19][CH:18]=[CH:17][C:16]=1[O:21][CH3:22])=[CH:6][C:7]1[CH:12]=[CH:11][CH:10]=[CH:9][C:8]=1[O:13][CH3:14])([CH3:1])[CH3:3])([CH3:25])[CH3:24] |f:3.4|. Procedure: 2.2 Parts of N,N-dimethyl-2,3-di(2-methoxyphenyl)allylamine is combined with 5 parts by volume of isopropyl bromide. That mixture is allowed to stand at 65° for 21 days. Ethyl acetate is added to the solid which forms and the solid is broken and triturated. That mixture then is filtered, and the solid collected is washed with ethyl acetate and dried to afford N-isopropyl-N,N-dimethyl-2,3-di(2-methoxyphenyl)allylammonium bromide. That compound is structurally represented by the following formula ... Starting materials: O=C1Cc2c(cccc2-c2cccc(F)c2F)N1, Cc1c(C=O)[nH]c2c1C(=O)N(CC(O)CN1CCOCC1)CC2. Yields the product Cc1c(C=C2C(=O)Nc3cccc(-c4cccc(F)c4F)c32)[nH]c2c1C(=O)N(CC(O)CN1CCOCC1)CC2. As a reaction SMILES: [F:24][c:25]1[c:26](-[c:32]2[c:33]3[c:37]([cH:38][cH:39][cH:40]2)[NH:36][C:35](=[O:41])[CH2:34]3)[cH:27][cH:28][cH:29][c:30]1[F:31].[OH:1][CH:2]([CH2:3][N:4]1[C:5](=[O:16])[c:6]2[c:7]([nH:10][c:11]([CH:14]=[O:15])[c:12]2[CH3:13])[CH2:8][CH2:9]1)[CH2:17][N:18]1[CH2:19][CH2:20][O:21][CH2:22][CH2:23]1>>[OH:1][CH:2]([CH2:3][N:4]1[C:5](=[O:16])[c:6]2[c:7]([nH:10][c:11]([CH:14]=[C:34]3[c:33]4[c:32](-[c:26]5[c:25]([F:24])[c:30]([F:31])[cH:29][cH:28][cH:27]5)[cH:40][cH:39][cH:38][c:37]4[NH:36][C:35]3=[O:41])[c:12]2[CH3:13])[CH2:8][CH2:9]1)[CH2:17][N:18]1[CH2:19][CH2:20][O:21][CH2:22][CH2:23]1. Yields the product C1(CC1)C1=NOC(=N1)C1CN(CC(C1)C1=CC=C(C=C1)OC(F)(F)F)C(=O)N1CC(CC1)O ({3-(3-Cyclopropyl-1,2,4-oxadiazol-5-yl)-5-[4-(trifluoromethoxy)phenyl]piperidin-1-yl}(3-hydroxypyrrolidin-1-yl)methanone). Reactants: OC1CN(CC1)C(=O)N1CC(CC(C1)C1=CC=C(C=C1)OC(F)(F)F)C(=O)O (1-[(3-Hydroxypyrrolidin-1-yl)carbonyl]-5-[4-(trifluoromethoxy)phenyl]piperidine-3-carboxylic acid), ON=C(N)C1CC1 (N′-hydroxycyclopropanecarboximidamide). Procedure details: 200 mg (0.50 mmol) of the compound from Example 112A and 75 mg (0.75 mmol) of N′-hydroxycyclopropanecarboximidamide were reacted according to the General Method 2. Yield: 127 mg (55% of theory). As a reaction SMILES: [OH:1][CH:2]1[CH2:6][CH2:5][N:4]([C:7]([N:9]2[CH2:14][CH:13]([C:15]3[CH:20]=[CH:19][C:18]([O:21][C:22]([F:25])([F:24])[F:23])=[CH:17][CH:16]=3)[CH2:12][CH:11]([C:26](O)=[O:27])[CH2:10]2)=[O:8])[CH2:3]1.O[N:30]=[C:31]([CH:33]1[CH2:35][CH2:34]1)[NH2:32]>>[CH:33]1([C:31]2[N:32]=[C:26]([CH:11]3[CH2:12][CH:13]([C:15]4[CH:20]=[CH:19][C:18]([O:21][C:22]([F:25])([F:24])[F:23])=[CH:17][CH:16]=4)[CH2:14][N:9]([C:7]([N:4]4[CH2:5][CH2:6][CH:2]([OH:1])[CH2:3]4)=[O:8])[CH2:10]3)[O:27][N:30]=2)[CH2:35][CH2:34]1. The reactants are CCC/C=C/C=C/C(=O)O[C@H]1/C(=C/C(=O)OC)/C[C@H]2CC(OC(=O)C[C@@H](C[C@@H]3C[C@@H](C([C@@](O3)(C[C@@H]4C/C(=C/C(=O)OC)/C[C@@H](O4)/C=C/C([C@@]1(O2)O)(C)C)O)(C)C)OC(=O)C)O)[C@@H](C)O (bryostatins), CCCCCC (n-hexane), CCCCCC (n-hexane), CC(=O)C (acetone). Solvent: C(C)(=O)OCC (ethyl acetate). The product is C[C@H]([C@H]1C[C@H]2C/C(=C\C(=O)OC)/[C@@H]([C@@](O2)(C(/C=C/[C@H]3C/C(=C\C(=O)OC)/C[C@H](O3)C[C@]4(C([C@H](C[C@H](O4)C[C@H](CC(=O)O1)O)OC(=O)CC(C)C)(C)C)O)(C)C)O)OC(=O)C)O (bryostatin 5). Reaction SMILES: CCC/C=C/C=[CH:7]/[C:8]([O:10][C@@H:11]1[C@@:49]2([OH:51])[O:50][C@H:19]([CH2:20][CH:21]([C@H:62]([OH:64])[CH3:63])[O:22][C:23]([CH2:25][C@H:26]([OH:61])[CH2:27][C@H:28]3[O:33][C@@:32]([OH:54])([CH2:34][C@H:35]4[O:45][C@@H:44]([CH:46]=[CH:47][C:48]2([CH3:53])[CH3:52])[CH2:43]/[C:37](=[CH:38]\[C:39]([O:41][CH3:42])=[O:40])/[CH2:36]4)[C:31]([CH3:56])([CH3:55])[C@@H:30]([O:57][C:58]([CH3:60])=[O:59])[CH2:29]3)=[O:24])[CH2:18]/[C:12]/1=[CH:13]\[C:14]([O:16][CH3:17])=[O:15])=[O:9].[CH3:65][CH2:66][CH2:67]CCC.CC(C)=O>C(OCC)(=O)C>[CH3:63][C@@H:62]([OH:64])[C@@H:21]1[O:22][C:23](=[O:24])[CH2:25][C@H:26]([OH:61])[CH2:27][C@H:28]2[O:33][C@:32]([OH:54])([C:31]([CH3:55])([CH3:56])[C@@H:30]([O:57][C:58]([CH2:60][CH:66]([CH3:67])[CH3:65])=[O:59])[CH2:29]2)[CH2:34][C@H:35]2[O:45][C@H:44]([CH2:43]/[C:37](/[CH2:36]2)=[CH:38]\[C:39]([O:41][CH3:42])=[O:40])[CH:46]=[CH:47][C:48]([CH3:52])([CH3:53])[C@:49]2([OH:51])[O:50][C@H:19]([CH2:18]/[C:12](/[C@@H:11]2[O:10][C:8]([CH3:7])=[O:9])=[CH:13]\[C:14]([O:16][CH3:17])=[O:15])[CH2:20]1. Procedure details: From a succession of silica gel column chromatographies and gel permeation (Sephadex LH-20) chromatography, an active fraction (0.38 g) was isolated as a white amorphous powder with PS ED50 =1.6×10-3 μg/ml and which contained bryostatins 4-7 by TLC (7:3 n-hexane:acetone and 2:3 n-hexane:ethyl acetate). By using dry column (2×60 cm) silica gel chromatographic methods with n-hexane:acetone (5:1→1:1) and n-hexane:ethyl acetate (2:1→1:2), six fractions were selected for further purification. The fir...